From a dataset of the Open Reaction Database (ORD), a public repository of structured organic reaction records. describe an organic reaction: reactants, conditions, products, and yield Reactants: FC1=C(C=CC=C1)C1=CN=C(N=N1)NN (6-(o-fluorophenyl)-3-hydrazino-1,2,4-triazine), C(C)(OCC)([O-])[O-] (ethyl orthoacetate). Procedure details: A mixture of 3.8 g. of 6-(o-fluorophenyl)-3-hydrazino-1,2,4-triazine and 40 ml. of ethyl orthoacetate is refluxed for 4 hours, cooled and the solid is collected by filtration and washed with hexane, giving the desired product as a yellow solid, m.p. 199.5°-203.5° C. The product is FC1=C(C=CC=C1)C=1C=NC=2N(N1)C(=NN2)C (6-(o-Fluorophenyl)-3-methyl-1,2,4-triazolo[4,3-b]-1,2,4-triazine). RXN SMILES: [F:1][C:2]1[CH:7]=[CH:6][CH:5]=[CH:4][C:3]=1[C:8]1[N:13]=[N:12][C:11]([NH:14][NH2:15])=[N:10][CH:9]=1.[C:16]([O-])([O-])(OCC)[CH3:17]>>[F:1][C:2]1[CH:7]=[CH:6][CH:5]=[CH:4][C:3]=1[C:8]1[CH:9]=[N:10][C:11]2[N:12]([C:16]([CH3:17])=[N:15][N:14]=2)[N:13]=1. Starting materials: COC(=O)CCCCc1ncc(-c2cc(Cl)ccc2O)o1, CCOC(C)=O, Cl, [Li+], C1COCCO1, [OH-], O. Yields the product O=C(O)CCCCc1ncc(-c2cc(Cl)ccc2O)o1. As a reaction SMILES: [CH3:1][O:2][C:3]([CH2:4][CH2:5][CH2:6][CH2:7][c:8]1[o:9][c:10](-[c:13]2[c:14]([OH:20])[cH:15][cH:16][c:17]([Cl:19])[cH:18]2)[cH:11][n:12]1)=[O:21].[CH3:32][CH2:33][O:34][C:35]([CH3:36])=[O:37].[ClH:24].[Li+:23].[O:25]1[CH2:26][CH2:27][O:28][CH2:29][CH2:30]1.[OH-:22].[OH2:31]>>[O:2]=[C:3]([CH2:4][CH2:5][CH2:6][CH2:7][c:8]1[o:9][c:10](-[c:13]2[c:14]([OH:20])[cH:15][cH:16][c:17]([Cl:19])[cH:18]2)[cH:11][n:12]1)[OH:21]. Starting materials: [H-].[Al+3].[Li+].[H-].[H-].[H-] (lithium aluminium hydride), [Si](C1=CC=CC=C1)(C1=CC=CC=C1)(C(C)(C)C)OCCC=1C=C(C=CC1)NC1=NC(=NC=C1C=O)SC (4-(3-(2-(tert-butyldiphenylsilyloxy)ethyl)phenylamino)-5-formyl-2-methylthiopyrimidine), ClC1=C(N)C(=CC=C1)C (2-chloro-6-methylaniline), O.C1(=CC=C(C=C1)S(=O)(=O)O)C (4-toluenesulfonic acid monohydrate). Run in O1CCCC1 (tetrahydrofuran), O (water), C1(=CC=CC=C1)C (toluene). Conditions: time 1 hour. Product: [Si](C1=CC=CC=C1)(C1=CC=CC=C1)(C(C)(C)C)OCCC=1C=C(C=CC1)NC1=NC(=NC=C1CNC1=C(C=CC=C1C)Cl)SC (4-[3-(2-(tert-butyldiphenylsilyloxy)ethyl)phenyl]amino-5-(2-chloro-6-methylanilino)methyl-2-methylthiopyrimidine). Yield: 101.0%. Reaction SMILES: [Si:1]([O:18][CH2:19][CH2:20][C:21]1[CH:22]=[C:23]([NH:27][C:28]2[C:33]([CH:34]=O)=[CH:32][N:31]=[C:30]([S:36][CH3:37])[N:29]=2)[CH:24]=[CH:25][CH:26]=1)([C:14]([CH3:17])([CH3:16])[CH3:15])([C:8]1[CH:13]=[CH:12][CH:11]=[CH:10][CH:9]=1)[C:2]1[CH:7]=[CH:6][CH:5]=[CH:4][CH:3]=1.[Cl:38][C:39]1[CH:45]=[CH:44][CH:43]=[C:42]([CH3:46])[C:40]=1[NH2:41].O.C1(C)C=CC(S(O)(=O)=O)=CC=1.[H-].[Al+3].[Li+].[H-].[H-].[H-]>C1(C)C=CC=CC=1.O1CCCC1.O>[Si:1]([O:18][CH2:19][CH2:20][C:21]1[CH:22]=[C:23]([NH:27][C:28]2[C:33]([CH2:34][NH:41][C:40]3[C:42]([CH3:46])=[CH:43][CH:44]=[CH:45][C:39]=3[Cl:38])=[CH:32][N:31]=[C:30]([S:36][CH3:37])[N:29]=2)[CH:24]=[CH:25][CH:26]=1)([C:14]([CH3:17])([CH3:16])[CH3:15])([C:8]1[CH:13]=[CH:12][CH:11]=[CH:10][CH:9]=1)[C:2]1[CH:3]=[CH:4][CH:5]=[CH:6][CH:7]=1 |f:2.3,4.5.6.7.8.9|. Reported procedure: A mixture of 2.6 g (5 mmol) of 4-(3-(2-(tert-butyldiphenylsilyloxy)ethyl)phenylamino)-5-formyl-2-methylthiopyrimidine and 0.63 ml (722 mg, 5.1 mmol) of 2-chloro-6-methylaniline in 80 ml of toluene was treated with 170 mg (0.9 mmol) of 4-toluenesulfonic acid monohydrate and then heated at reflux with azeotropic removal of water for 2 hours. The mixture was cooled and evaporated. The residue was dissolved in 20 ml of tetrahydrofuran and added dropwise to a solution of 5 ml (5 mmol) of lithium alum... The reactants are CC(C)(C)C(=Cc1ccc(C(=C2CCCCCC2)c2ccc(O)cc2)cc1)C(=O)[O-], ClCCl, O=C(O)C(F)(F)F. Product: O=C(O)C=Cc1ccc(C(=C2CCCCCC2)c2ccc(O)cc2)cc1. As a reaction SMILES: [CH3:1][C:2]([CH3:3])([CH3:4])[C:5]([C:6](=[O:7])[O-:8])=[CH:9][c:10]1[cH:11][cH:12][c:13]([C:16]([c:17]2[cH:18][cH:19][c:20]([OH:23])[cH:21][cH:22]2)=[C:24]2[CH2:25][CH2:26][CH2:27][CH2:28][CH2:29][CH2:30]2)[cH:14][cH:15]1.[Cl:38][CH2:39][Cl:40].[OH:31][C:32]([C:33]([F:34])([F:35])[F:36])=[O:37]>>[CH:5]([C:6](=[O:7])[OH:8])=[CH:9][c:10]1[cH:11][cH:12][c:13]([C:16]([c:17]2[cH:18][cH:19][c:20]([OH:23])[cH:21][cH:22]2)=[C:24]2[CH2:25][CH2:26][CH2:27][CH2:28][CH2:29][CH2:30]2)[cH:14][cH:15]1. As a reaction SMILES: C([O:5][C:6]1[CH:7]=[C:8]([C:12]2[C:13]3[CH2:26][CH2:25][N:24]([CH:27]=[O:28])[C:14]=3[N:15]=[C:16]([N:18]3[CH2:23][CH2:22][O:21][CH2:20][CH2:19]3)[N:17]=2)[CH:9]=[CH:10][CH:11]=1)(C)(C)C.FC(F)(F)C(O)=O>>[OH:5][C:6]1[CH:7]=[C:8]([C:12]2[C:13]3[CH2:26][CH2:25][N:24]([CH:27]=[O:28])[C:14]=3[N:15]=[C:16]([N:18]3[CH2:19][CH2:20][O:21][CH2:22][CH2:23]3)[N:17]=2)[CH:9]=[CH:10][CH:11]=1. Procedure: 4-(3-t-Butoxy-phenyl)-2-morpholin-4-yl-5,6-dihydro-pyrrolo[2,3-d]pyrimidin-7-carbaldehyde (5 mg) obtained from Example 1-C-07 as a byproduct was treated with trifluoroacetic acid (1 ml), and the solvent was distilled off, which was subsequently diluted with water (1 ml), and extracted with dichloromethane (3 ml×3), followed by concentration under reduced pressure, to obtain a colorless powder (2 mg, 47%). Product: OC=1C=C(C=CC1)C=1C2=C(N=C(N1)N1CCOCC1)N(CC2)C=O (4-(3-Hydroxy-phenyl)-2-morpholin-4-yl-5,6-dihydro-pyrrolo[2,3-d]pyrimidin-7-carbaldehyde). Starting materials: C(C)(C)(C)OC=1C=C(C=CC1)C=1C2=C(N=C(N1)N1CCOCC1)N(CC2)C=O (4-(3-t-Butoxy-phenyl)-2-morpholin-4-yl-5,6-dihydro-pyrrolo[2,3-d]pyrimidin-7-carbaldehyde), FC(C(=O)O)(F)F (trifluoroacetic acid). The yield is 46.9%. Starting materials: CC(=O)OC1CN(C(C)(C)c2ccccc2)C(=O)C1c1ccccc1, C1CCC2=NCCCN2CC1, Cc1ccccc1. Product: CC(C)(c1ccccc1)N1CC=C(c2ccccc2)C1=O. Reaction SMILES: [C:1]([O:2][CH:5]1[CH:6]([c:20]2[cH:21][cH:22][cH:23][cH:24][cH:25]2)[C:7](=[O:19])[N:8]([C:10]([c:11]2[cH:12][cH:13][cH:14][cH:15][cH:16]2)([CH3:17])[CH3:18])[CH2:9]1)(=[O:3])[CH3:4].[CH2:26]1[CH2:27][CH2:28][C:29]2=[N:34][CH2:33][CH2:32][CH2:31][N:30]2[CH2:35][CH2:36]1.[CH3:37][c:38]1[cH:39][cH:40][cH:41][cH:42][cH:43]1>>[CH:5]1=[C:6]([c:20]2[cH:21][cH:22][cH:23][cH:24][cH:25]2)[C:7](=[O:19])[N:8]([C:10]([c:11]2[cH:12][cH:13][cH:14][cH:15][cH:16]2)([CH3:17])[CH3:18])[CH2:9]1. The reactants are O (water), C([O-])([O-])=O.[K+].[K+] (potassium carbonate), BrCC(=C)C (3-bromo-2-methylpropene), OC1=C(C=C(C=C1)C=1SC(=C(N1)C)C(=O)OCC)N1N=NN=C1 (ethyl 2-[4-hydroxy-3-(1H-1,2,3,4-tetrazol-1-yl)phenyl]-4-methyl-1,3-thiazole-5-carboxylate). The solvent is C(C)(=O)OCC (ethyl acetate), CN(C=O)C (dimethylformamide). Conditions: temperature 100 celsius, time 4 hour. Yields the product CC=1N=C(SC1C(=O)OCC)C1=CC(=C(C=C1)OC=C(C)C)N1N=NN=C1 (ethyl 4-methyl-2-{4-[(2-methylpropen-1-yl)oxy]-3-(1H-1,2,3,4-tetrazol-1-yl)phenyl}-1,3-thiazole-5-carboxylate). The yield is 88.6%. Reaction SMILES: [OH:1][C:2]1[CH:7]=[CH:6][C:5]([C:8]2[S:9][C:10]([C:14]([O:16][CH2:17][CH3:18])=[O:15])=[C:11]([CH3:13])[N:12]=2)=[CH:4][C:3]=1[N:19]1[CH:23]=[N:22][N:21]=[N:20]1.C(=O)([O-])[O-].[K+].[K+].Br[CH2:31][C:32]([CH3:34])=[CH2:33].O>CN(C)C=O.C(OCC)(=O)C>[CH3:13][C:11]1[N:12]=[C:8]([C:5]2[CH:6]=[CH:7][C:2]([O:1][CH:31]=[C:32]([CH3:34])[CH3:33])=[C:3]([N:19]3[CH:23]=[N:22][N:21]=[N:20]3)[CH:4]=2)[S:9][C:10]=1[C:14]([O:16][CH2:17][CH3:18])=[O:15] |f:1.2.3|. Procedure: A solution was prepared by dissolving 33.1 mg of ethyl 2-[4-hydroxy-3-(1H-1,2,3,4-tetrazol-1-yl)phenyl]-4-methyl-1,3-thiazole-5-carboxylate in 1.0 mL of dimethylformamide. A reaction mixture solution prepared by adding 20.7 mg of potassium carbonate and 16.2 mg of 3-bromo-2-methylpropene to the solution was heated under stirring at 100° C. for 4 hours. The reaction mixture solution was cooled to room temperature and then 3 mL of water and 4 mL of ethyl acetate were added under stirring, followed... The reactants are Cl.NC1CC2=CC=CC=C2C1 (2-aminoindan hydrochloride), C(C)(=O)OC(C)=O (acetic anhydride), C([O-])(O)=O.[Na+] (sodium bicarbonate). Solvent: CCOCC (ether). Conditions: time 1 hour. Yields the product C1C(CC2=CC=CC=C12)NC(C)=O (N-indan-2-yl-acetamide). Isolated yield 49435.4%. RXN SMILES: Cl.[NH2:2][CH:3]1[CH2:11][C:10]2[C:5](=[CH:6][CH:7]=[CH:8][CH:9]=2)[CH2:4]1.[C:12](OC(=O)C)(=[O:14])[CH3:13].C(=O)(O)[O-].[Na+]>CCOCC>[CH2:4]1[C:5]2[C:10](=[CH:9][CH:8]=[CH:7][CH:6]=2)[CH2:11][CH:3]1[NH:2][C:12](=[O:14])[CH3:13] |f:0.1,3.4|. Reported procedure: A mixture of 2-aminoindan hydrochloride (13.3 g, 78 mmol), acetic anhydride (6 g, 0.157 mmol) and saturated sodium bicarbonate (100 mL) in ether (100 mL) was stirred at room temperature for 1 h. The organic phase was separated, and the aqueous layer back washed with ether. The combined organic layer was washed with saturated chloride solution, dried over magnesium sulfate, filtered and evaporated to give the acetamide (13.6 g) in quantitative yield.